This data is from the Open Reaction Database (ORD), a public repository of structured organic reaction records. The task is: describe an organic reaction: reactants, conditions, products, and yield Reactants: [C@@H]12[C@@H](C[C@@H](C=C1)O2)C(=O)O ((1S,2R,4S)-7-oxabicyclo[2.2.1]-hept-5-ene-2-carboxylic acid). The reagents and catalysts are [Pd] (Pd/C). Run in C(C)O (ethanol). Yields the product [C@@H]12[C@@H](C[C@H](CC1)O2)C(=O)O ((1S,2R,4S)-7-Oxabicyclo[2.2.1]heptane-2-carboxylic acid), SiO2. Reaction SMILES: [C@H:1]12[O:7][C@H:4]([CH:5]=[CH:6]1)[CH2:3][C@H:2]2[C:8]([OH:10])=[O:9]>C(O)C.[Pd]>[C@H:1]12[O:7][C@@H:4]([CH2:5][CH2:6]1)[CH2:3][C@H:2]2[C:8]([OH:10])=[O:9]. Procedure details: A solution of 1 mmol of (1S,2R,4S)-7-oxabicyclo[2.2.1]-hept-5-ene-2-carboxylic acid [185840-15-7] in 30 ml of ethanol is hydrogenated in the presence of 0.150 g of Pd/C 10% at room temperature until conversion is complete. The reaction mixture is clarified by filtration, and the filtrate is evaporated. The title compound is obtained from the residue by flash chromatography (SiO2 60 F).